From a dataset of the Open Reaction Database (ORD), a public repository of structured organic reaction records. describe an organic reaction: reactants, conditions, products, and yield Reactants: N1N=CC2=CC=C(C=C12)O (Indazol-6-ol), CN(C)C=O (DMF), N1C=NC=C1 (imidazole), CC(C)(C)[Si](C1=CC=CC=C1)(C2=CC=CC=C2)Cl (TBDPSCl). Solvent: C(C)(=O)OCC (ethyl acetate), O (water). Conditions: time 8 hour. Product: [Si](C1=CC=CC=C1)(C1=CC=CC=C1)(C(C)(C)C)OC1=CC=C2C=NNC2=C1 (6-Tert-butyldiphenylsilyloxyindazole). Reaction SMILES: [NH:1]1[C:9]2[C:4](=[CH:5][CH:6]=[C:7]([OH:10])[CH:8]=2)[CH:3]=[N:2]1.CN(C=O)C.N1C=CN=C1.[CH3:21][C:22]([Si:25](Cl)([C:32]1[CH:37]=[CH:36][CH:35]=[CH:34][CH:33]=1)[C:26]1[CH:31]=[CH:30][CH:29]=[CH:28][CH:27]=1)([CH3:24])[CH3:23]>C(OCC)(=O)C.O>[Si:25]([O:10][C:7]1[CH:8]=[C:9]2[C:4]([CH:3]=[N:2][NH:1]2)=[CH:5][CH:6]=1)([C:22]([CH3:24])([CH3:23])[CH3:21])([C:32]1[CH:33]=[CH:34][CH:35]=[CH:36][CH:37]=1)[C:26]1[CH:31]=[CH:30][CH:29]=[CH:28][CH:27]=1. Procedure details: Indazol-6-ol (4.029 g) which can be prepared according to the method described in Reference example 35, etc. was dissolved dehydrated DMF (60 mL; manufactured by Kanto Chemical Co., Inc.), and added with imidazole (4.49 g; manufactured by Tokyo Chemical Industry, Co., Ltd.) and TBDPSCl (17.1 mL; manufactured by Tokyo Chemical Industry, Co., Ltd.). The mixture was stirred overnight at room temperature. The reaction solution was added to water and extraction was carried out three times with ethyl ... The reactants are olefins, C=C1C2CCC(C1C)C2 (2-methylene-3-methylbicyclo[2.2.1]heptane), CC=1C2CCC(C1C)C2 (2,3-dimethylbicyclo[2.2.1]-hept-2-ene), resultant mixture, CC(=O)C1=C(C=CC(=C1)NC(=O)NC2=CC(=C(C=C2)OCC(CNC(C)(C)C)O)C(=O)C)OCC(CNC(C)(C)C)O (N-113), [H][H] (hydrogen). Procedure: Into a 2 liter autoclave, 1,500 g of the dimer of olefins containing 2-methylene-3-methylbicyclo[2.2.1]heptane and 2,3-dimethylbicyclo[2.2.1]-hept-2-ene as the major components which was obtained in Comparative Example 1 was placed and the resultant mixture was heated at 300° C. for 7 hours under stirring. After the reaction mixture was cooled, 30 g of a nickel/diatomaceous earth catalyst for hydrogenation (manufactured by NIKKI CHEMICAL Co., Ltd.; “N-113”) was added, and the hydrogenation was c... Product: CC(C1CCCC1)C1(C2(CCC(C1)C2)C)C ((methylcyclopentylmethyl)dimethyl-bicyclo[2.2.1]heptane). Reagents/catalysts: [Ni] (nickel). As a reaction SMILES: C=[C:2]1[CH:7]([CH3:8])[CH:6]2[CH2:9][CH:3]1[CH2:4][CH2:5]2.C[C:11]1[CH:12]2[CH2:18][CH:15]([C:16]=1C)[CH2:14][CH2:13]2.[CH3:19]C(C1C=C(NC(NC2C=CC(OCC(O)CNC(C)(C)C)=C(C(C)=O)C=2)=O)C=CC=1OCC(O)CNC(C)(C)C)=O.[H][H]>[Ni]>[CH3:14][CH:13]([C:7]1([CH3:8])[CH2:2][CH:3]2[CH2:9][C:6]1([CH3:19])[CH2:5][CH2:4]2)[CH:12]1[CH2:18][CH2:15][CH2:16][CH2:11]1. Starting materials: N[C@@H](C)C(=O)N1[C@@H](CC2CCCCC12)C(=O)OCC1=CC=CC=C1.FC(F)(F)C(=O)O (Ala-Oic-OBzl.TFA), C(C)OC(C(CC)(Br)C1=CC=CC=C1)=O (α-bromophenylbutyric acid ethyl ester), C(C)N1CCOCC1 (N-ethylmorpholine). Solvent: CC(=O)N(C)C (dimethylacetamide). Yields the product C(C1=CC=CC=C1)OC(=O)C1N(C2CCCCC2C1)C([C@@H](NC(CCC1=CC=CC=C1)C(=O)OCC)C)=O (N-(1-Carboethoxy-3-phenylpropyl)-alanyloctahydroindole-2-carboxylic acid benzyl ester). RXN SMILES: [NH2:1][C@H:2]([C:4]([N:6]1[CH:14]2[CH:9]([CH2:10][CH2:11][CH2:12][CH2:13]2)[CH2:8][C@H:7]1[C:15]([O:17][CH2:18][C:19]1[CH:24]=[CH:23][CH:22]=[CH:21][CH:20]=1)=[O:16])=[O:5])[CH3:3].F[C:26]([C:29]([OH:31])=[O:30])(F)F.C(O[C:35](=O)[C:36]([C:40]1[CH:45]=[CH:44][CH:43]=[CH:42][CH:41]=1)(Br)CC)C.[CH2:47](N1CCOCC1)[CH3:48]>CC(N(C)C)=O>[CH2:18]([O:17][C:15]([CH:7]1[CH2:8][CH:9]2[CH:14]([CH2:13][CH2:12][CH2:11][CH2:10]2)[N:6]1[C:4](=[O:5])[C@H:2]([CH3:3])[NH:1][CH:26]([C:29]([O:31][CH2:47][CH3:48])=[O:30])[CH2:35][CH2:36][C:40]1[CH:45]=[CH:44][CH:43]=[CH:42][CH:41]=1)=[O:16])[C:19]1[CH:20]=[CH:21][CH:22]=[CH:23][CH:24]=1 |f:0.1|. Reported procedure: 11.1 g of Ala-Oic-OBzl.TFA, 7 g of α-bromophenylbutyric acid ethyl ester and 3.3 ml of N-ethylmorpholine are stirred in 20 ml of dimethylacetamide for 4 days at room temperature. The mixture is concentrated to a large extent in vacuo, the residue is dissolved in methanol, the methanolic solution is adjusted to pH 2 with aqueous 2N HCl, and lipophilic compounds are extracted with petroleum ether. The methanolic phase is concentrated and 5% sodium carbonate solution is added to it, and the reactio... Conditions: time 15 hour. As a reaction SMILES: Cl[C:2]1[CH:7]=[C:6]([CH2:8][N:9]2[C:13]([CH3:15])([CH3:14])[C:12](=[O:16])[N:11]([C:17]3[CH:25]=[C:24]4[C:20]([C:21]([CH3:43])([CH3:42])[CH2:22][N:23]4[C:26](=[O:41])[CH2:27][N:28]([CH:36]4[CH2:40][CH2:39][CH2:38][CH2:37]4)C(=O)OC(C)(C)C)=[CH:19][CH:18]=3)[C:10]2=[O:44])[CH:5]=[CH:4][N:3]=1.[CH3:45][N:46]([CH3:50])[C:47]([NH2:49])=[O:48].CC1(C)C2C=CC(P(C3C=CC=CC=3)C3C=CC=CC=3)=CC=2OC2C1=CC=C(P(C1C=CC=CC=1)C1C=CC=CC=1)C=2.C(=O)([O-])[O-].[Cs+].[Cs+]>O1CCOCC1.C([O-])(=O)C.[Pd+2].C([O-])(=O)C>[CH:36]1([NH:28][CH2:27][C:26]([N:23]2[C:24]3[C:20](=[CH:19][CH:18]=[C:17]([N:11]4[C:12](=[O:16])[C:13]([CH3:15])([CH3:14])[N:9]([CH2:8][C:6]5[CH:5]=[CH:4][N:3]=[C:2]([NH:49][C:47](=[O:48])[N:46]([CH3:50])[CH3:45])[CH:7]=5)[C:10]4=[O:44])[CH:25]=3)[C:21]([CH3:42])([CH3:43])[CH2:22]2)=[O:41])[CH2:37][CH2:38][CH2:39][CH2:40]1 |f:3.4.5,7.8.9|. Product: C1(CCCC1)NCC(=O)N1CC(C2=CC=C(C=C12)N1C(N(C(C1=O)(C)C)CC1=CC(=NC=C1)NC(N(C)C)=O)=O)(C)C (3-[4-({3-[1-(N-cyclopentylglycyl)-3,3-dimethyl-2,3-dihydro-1H-indol-6-yl]-5,5-dimethyl-2,4-dioxoimidazolidin-1-yl}methyl)pyridin-2-yl]-1,1-dimethylurea). Reagents/catalysts: C(C)(=O)[O-].[Pd+2].C(C)(=O)[O-] (palladium acetate). The yield is 27.8%. The reactants are CN(C(=O)N)C (N,N-dimethylurea), C([O-])([O-])=O.[Cs+].[Cs+] (caesium carbonate), ClC1=NC=CC(=C1)CN1C(N(C(C1(C)C)=O)C1=CC=C2C(CN(C2=C1)C(CN(C(OC(C)(C)C)=O)C1CCCC1)=O)(C)C)=O (tert-butyl [2-(6-{3-[(2-chloropyridin-4-yl)methyl]-4,4-dimethyl-2,5-dioxoimidazolidin-1-yl}-3,3-dimethyl-2,3-dihydro-1H-indol-1-yl)-2-oxoethyl]cyclopentylcarbamate), CC1(C2=CC=C(C=C2OC=2C=C(C=CC12)P(C1=CC=CC=C1)C1=CC=CC=C1)P(C1=CC=CC=C1)C1=CC=CC=C1)C ((9,9-dimethyl-9H-xanthene-3,6-diyl)bis(diphenylphosphine)). Procedure: To a solution of 0.312 g of tert-butyl [2-(6-{3-[(2-chloropyridin-4-yl)methyl]-4,4-dimethyl-2,5-dioxoimidazolidin-1-yl}-3,3-dimethyl-2,3-dihydro-1H-indol-1-yl)-2-oxoethyl]cyclopentylcarbamate obtained in stage l) below in 12 mL of dioxane are successively added, under argon, 0.066 g of N,N-dimethylurea, 0.028 g of (9,9-dimethyl-9H-xanthene-3,6-diyl)bis(diphenylphosphine) (Xantphos), 0.022 g of palladium acetate and 0.65 g of caesium carbonate. The reaction mixture is refluxed for 4 hours and the... Run in O1CCOCC1 (dioxane). The reactants are C1=CC(=CC=2S(C3=C(C=CC21)C=CC=C3)(=O)=O)C=O (dibenzo[b,f]thiepin-3-carboxaldehyde-5,5-dioxide), NC1=CC=CC=C1 (aniline), O (water). Run in C1(=CC=CC=C1)C (toluene). Run at time 10 minute. Yields the product C1(=CC=CC=C1)N=CC=1C=CC2=C(S(C3=C(C=C2)C=CC=C3)(=O)=O)C1 (3-(Phenyliminomethyl)dibenzo[b,f]thiepin-5,5-dioxide). Reaction SMILES: [CH:1]1[C:11]2[CH:10]=[CH:9][C:8]3[CH:12]=[CH:13][CH:14]=[CH:15][C:7]=3[S:6](=[O:17])(=[O:16])[C:5]=2[CH:4]=[C:3]([CH:18]=O)[CH:2]=1.[NH2:20][C:21]1[CH:26]=[CH:25][CH:24]=[CH:23][CH:22]=1.O>C1(C)C=CC=CC=1>[C:21]1([N:20]=[CH:18][C:3]2[CH:2]=[CH:1][C:11]3[CH:10]=[CH:9][C:8]4[CH:12]=[CH:13][CH:14]=[CH:15][C:7]=4[S:6](=[O:17])(=[O:16])[C:5]=3[CH:4]=2)[CH:26]=[CH:25][CH:24]=[CH:23][CH:22]=1. Reported procedure: Heat a mixture of 675 mg (2.5 mmoles) of dibenzo[b,f]thiepin-3-carboxaldehyde-5,5-dioxide and 465 mg of aniline (5 mmoles) in 20 ml of toluene, under reflux, with azetropic removal of water for 21 hours. Cool the mixture and filter the insoluble product. Stir the solid in 10 ml of ether containing a few drops of THF for 10 minutes then filter to obtain the pure product, 704 mg, mp: 184°-185°. Reactants: CC1=CC(N2C3=C(C=C(C=C13)C(C(F)(F)F)(C(F)(F)F)O)SCC2)=O (2,3-dihydro-7-methyl-9-[2,2,2-trifluoro-1-hydroxy-1-(trifluoromethyl)ethyl]-5H-1,4-thiazino[2,3,4-ij]-quinolin-5-one), C(C)(=O)Cl (acetyl chloride), Cl (hydrochloric acid). Run in N1=CC=CC=C1 (pyridine). Product: C(C)(=O)O.CC1=CC(N2C3=C(C=C(C=C13)C(C(F)(F)F)(C(F)(F)F)O)SCC2)=O (2,3-dihydro-7-methyl-9-[2,2,2-trifluoro-1-hydroxy-1-(trifluoromethyl)ethyl]-5H-1,4-thiazino-[2,3,4-ij]-quinolin-5-one acetate). Reaction SMILES: [CH3:1][C:2]1[C:11]2[C:6]3=[C:7]([S:22][CH2:23][CH2:24][N:5]3[C:4](=[O:25])[CH:3]=1)[CH:8]=[C:9]([C:12]([OH:21])([C:17]([F:20])([F:19])[F:18])[C:13]([F:16])([F:15])[F:14])[CH:10]=2.C(Cl)(=[O:28])C.Cl>N1C=CC=CC=1>[C:12]([OH:21])(=[O:28])[CH3:17].[CH3:1][C:2]1[C:11]2[C:6]3=[C:7]([S:22][CH2:23][CH2:24][N:5]3[C:4](=[O:25])[CH:3]=1)[CH:8]=[C:9]([C:12]([OH:21])([C:13]([F:16])([F:14])[F:15])[C:17]([F:18])([F:19])[F:20])[CH:10]=2 |f:4.5|. Procedure details: To a solution of 2,3-dihydro-7-methyl-9-[2,2,2-trifluoro-1-hydroxy-1-(trifluoromethyl)ethyl]-5H-1,4-thiazino[2,3,4-ij]-quinolin-5-one in dry pyridine can be added acetyl chloride. The solution is heated at reflux, and when the reaction is complete, the solution can be poured into cold 1 N hydrochloric acid solution, extracted, isolated and purified to give 2,3-dihydro-7-methyl-9-[2,2,2-trifluoro-1-hydroxy-1-(trifluoromethyl)ethyl]-5H-1,4-thiazino-[2,3,4-ij]-quinolin-5-one acetate. The reactants are Cl.CN(C)C (Trimethylamine hydrochloride), [OH-].[Na+] (NaOH), ICC=CC=1CS[C@H]2N(C1C(=O)OC(C1=CC=CC=C1)C1=CC=CC=C1)C(C2NC(\C(\C=2N=C(SC2)NC(C2=CC=CC=C2)(C2=CC=CC=C2)C2=CC=CC=C2)=N/OC)=O)=O (diphenylmethyl 3-(3-iodo-1-propen-1-yl)-7-[(Z)-2-methoxyimino-2-(2-tritylaminothiazol-4-yl)acetamido]-3-cephem-4-carboxylate). Solvent: C(C)(=O)OCC (ethyl acetate), CCCCCC (n-hexane), C(C)(=O)OCC (ethyl acetate). Reaction conditions: time 1 hour. Product: NC=1SC=C(N1)/C(/C(=O)NC1[C@@H]2N(C(=C(CS2)\C=C\C[N+](C)(C)C)C(=O)[O-])C1=O)=N/OC (7-[(Z)-2-(2-Aminothiazol-4-yl)-2-methoxyiminoacetamido]-3-[(E)-3-trimethylammonio-1-propen-1-yl]-3-cephem-4-carboxylate). As a reaction SMILES: Cl.[CH3:2][N:3]([CH3:5])[CH3:4].[OH-].[Na+].I[CH2:9][CH:10]=[CH:11][C:12]1[CH2:13][S:14][C@@H:15]2[CH:35]([NH:36][C:37](=[O:67])/[C:38](=[N:64]\[O:65][CH3:66])/[C:39]3[N:40]=[C:41]([NH:44]C(C4C=CC=CC=4)(C4C=CC=CC=4)C4C=CC=CC=4)[S:42][CH:43]=3)[C:34](=[O:68])[N:16]2[C:17]=1[C:18]([O:20]C(C1C=CC=CC=1)C1C=CC=CC=1)=[O:19]>C(OCC)(=O)C.CCCCCC>[NH2:44][C:41]1[S:42][CH:43]=[C:39](/[C:38](=[N:64]/[O:65][CH3:66])/[C:37]([NH:36][CH:35]2[C:34](=[O:68])[N:16]3[C:17]([C:18]([O-:20])=[O:19])=[C:12](/[CH:11]=[CH:10]/[CH2:9][N+:3]([CH3:5])([CH3:4])[CH3:2])[CH2:13][S:14][C@H:15]23)=[O:67])[N:40]=1 |f:0.1,2.3|. Reported procedure: Trimethylamine hydrochloride (6.31 g, 66 mmole) was added to an aqueous NaOH solution (2N, 33 ml) covered with ethyl acetate (100 ml). The organic layer was separated, dried over NaOH pellets, and added to a suspension of diphenylmethyl 3-(3-iodo-1-propen-1-yl)-7-[(Z)-2-methoxyimino-2-(2-tritylaminothiazol-4-yl)acetamido]-3-cephem-4-carboxylate (X-1, 32 g, 33 mmole) in a mixture of ethyl acetate and n-hexane (300 ml/150 ml). The mixture was stirred for one hour at room temperature and then filte...